This data is from the Open Reaction Database (ORD), a public repository of structured organic reaction records. The task is: describe an organic reaction: reactants, conditions, products, and yield The reactants are COC(C1=CC(C(=O)N(CCC)C)=CC(=C1)C(C(C)C)O)=O (5-(1-hydroxy-2-methyl-propyl)-N-methyl-N-propyl-isophthalamic acid methyl ester), CC(=O)OI1(C=2C=CC=CC2C(=O)O1)(OC(=O)C)OC(=O)C (Dess-Martin periodinane). Solvent: ClCCl (dichloromethane). Conditions: time 8 hour. Product: COC(C1=CC(C(=O)N(CCC)C)=CC(=C1)C(C(C)C)=O)=O (5-Isobutyryl-N-methyl-N-propyl-isophthalamic acid methyl ester). As a reaction SMILES: [CH3:1][O:2][C:3](=[O:22])[C:4]1[CH:16]=[C:15]([CH:17]([OH:21])[CH:18]([CH3:20])[CH3:19])[CH:14]=[C:6]([C:7]([N:9]([CH3:13])[CH2:10][CH2:11][CH3:12])=[O:8])[CH:5]=1.CC(OI1(OC(C)=O)(OC(C)=O)OC(=O)C2C=CC=CC1=2)=O>ClCCl>[CH3:1][O:2][C:3](=[O:22])[C:4]1[CH:16]=[C:15]([C:17](=[O:21])[CH:18]([CH3:19])[CH3:20])[CH:14]=[C:6]([C:7]([N:9]([CH3:13])[CH2:10][CH2:11][CH3:12])=[O:8])[CH:5]=1. Reported procedure: Dissolve 5-(1-hydroxy-2-methyl-propyl)-N-methyl-N-propyl-isophthalamic acid methyl ester (70 mg, 0.23 mmol) in dichloromethane (3 mL) and add Dess-Martin periodinane (174 mg, 0.41 mmol) at room temperature. Stir the mixture overnight and quench with 10% aqueous sodium bisulfite solution. Extract the organic layer, wash with saturated aqueous sodium chloride solution, dry (magnesium sulfate), concentrate and purify (silica gel chromatography, eluting with 30:70 ethyl acetate:hexanes) to give the ... Starting materials: C(C1=CC=CC=C1)N1CCC(CC1)N1C(NC2=C(CC1)C=CC=C2)=O (3-(1-Benzyl-piperidin-4-yl) 1,3,4,5-tetrahydro-benzo[d][1,3]diazepin-2-one). The reagents and catalysts are [Pd] (palladium on charcoal). Run in CO (methanol). Conditions: time 8 hour. The product is N1CCC(CC1)N1C(NC2=C(CC1)C=CC=C2)=O (3-Piperidin-4-yl-1,3,4,5-tetrahydro-benzo[d][1,3]diazepin-2-one). The yield is 67.9%. As a reaction SMILES: C([N:8]1[CH2:13][CH2:12][CH:11]([N:14]2[CH2:20][CH2:19][C:18]3[CH:21]=[CH:22][CH:23]=[CH:24][C:17]=3[NH:16][C:15]2=[O:25])[CH2:10][CH2:9]1)C1C=CC=CC=1>CO.[Pd]>[NH:8]1[CH2:9][CH2:10][CH:11]([N:14]2[CH2:20][CH2:19][C:18]3[CH:21]=[CH:22][CH:23]=[CH:24][C:17]=3[NH:16][C:15]2=[O:25])[CH2:12][CH2:13]1. Procedure details: 3-(1-Benzyl-piperidin-4-yl) 1,3,4,5-tetrahydro-benzo[d][1,3]diazepin-2-one (100 mg, 0.3 mmol) in methanol (5 mL) was flushed with nitrogen, and treated with palladium on charcoal (10%, 10 mg). The flask was flushed with hydrogen and allowed to stir under an atmosphere of hydrogen overnight. The reaction was flushed with nitrogen, filtered through celite, and concentrated. Column chromatography gave 50 mg (68%) of the desired material. LC/MS: tR=1.07 min, 246.26 (MH)+. Starting materials: C([O-])([O-])=O.[K+].[K+] (potassium carbonate), BrC(C)C (2-bromo-propane), BrC1=CC=C(C=C1)S (4-bromo-benzenethiol). The solvent is CC(=O)C (acetone). Reaction conditions: time 2 day. Product: BrC1=CC=C(C=C1)SC(C)C (1-Bromo-4-isopropylsulfanyl-benzene). The yield is 67.5%. RXN SMILES: [Br:1][C:2]1[CH:7]=[CH:6][C:5]([SH:8])=[CH:4][CH:3]=1.C(=O)([O-])[O-].[K+].[K+].Br[CH:16]([CH3:18])[CH3:17]>CC(C)=O>[Br:1][C:2]1[CH:7]=[CH:6][C:5]([S:8][CH:16]([CH3:18])[CH3:17])=[CH:4][CH:3]=1 |f:1.2.3|. Reported procedure: Dissolve 4-bromo-benzenethiol (2.6 g, 13.2 mmol) in 150 mL acetone, add potassium carbonate (2.0 g, 14.5 mmol) and 2-bromo-propane (1.8 g, 14.5 mmol) and stir 2 days at r.t. Evaporate the solvent under vacuum, add water and extract with dichloromethane. Filter through a hydrophobic filter paper and concentrate. Purify the resulting material via column chromatography on silica gel, eluting with hexane:ethyl acetate 98:2 to afford the title compound as a yellow oil (2.06 g). MS (m/e): 231 [(79Br)M... The reactants are N=C1N(CCC1)C (2 -imino-1 -methylpyrrolidine), FC1=CC=C(C=C1)N=C=O (p-fluorophenylisocyanate). Solvent: C1=CC=CC=C1 (benzene), C1=CC=CC=C1 (benzene). The product is FC1=CC=C(C=C1)NC(=O)N=C1N(CCC1)C (1 -p-Fluorophenyl-3 -(1 -methyl-2 -pyrrolidylidene)urea). Reaction SMILES: [NH:1]=[C:2]1[CH2:6][CH2:5][CH2:4][N:3]1[CH3:7].[F:8][C:9]1[CH:14]=[CH:13][C:12]([N:15]=[C:16]=[O:17])=[CH:11][CH:10]=1>C1C=CC=CC=1>[F:8][C:9]1[CH:14]=[CH:13][C:12]([NH:15][C:16]([N:1]=[C:2]2[CH2:6][CH2:5][CH2:4][N:3]2[CH3:7])=[O:17])=[CH:11][CH:10]=1. Reported procedure: To a solution of 4.9 g. (0.05 mole) of 2 -imino-1 -methylpyrrolidine in anhydrous benzene is added 6.85 g. (0.05 mole) of p-fluorophenylisocyanate, dissolved in anhydrous benzene, dropwise with stirring. The mixture is stirred at room temperature overnight, then filtered and the filtrate taken to dryness in vacuo. The residue is triturated with isopropanol. The solid which forms is collected, 1 -p-fluorophenyl-3 -(1 -methyl-2 -pyrrolidylidene)urea, m.p. = 113°-115° C. Recrystallization from ethy... The yield is 30.7%. Run in CN(C)C=O (DMF), CN(C)C=O (DMF). As a reaction SMILES: [CH3:1][N:2]1[CH2:15][CH2:14][C:5]2[NH:6][C:7]3[CH:8]=[CH:9][C:10]([CH3:13])=[CH:11][C:12]=3[C:4]=2[CH2:3]1.[H-].[Na+].[CH3:18][C:19]1([C:22]2[O:26][CH:25]=[N:24][CH:23]=2)[CH2:21][O:20]1>CN(C=O)C>[CH3:1][N:2]1[CH2:15][CH2:14][C:5]2[N:6]([CH2:18][C:19]([C:22]3[O:26][CH:25]=[N:24][CH:23]=3)([OH:20])[CH3:21])[C:7]3[CH:8]=[CH:9][C:10]([CH3:13])=[CH:11][C:12]=3[C:4]=2[CH2:3]1 |f:1.2|. Reaction conditions: time 10 minute. Starting materials: [H-].[Na+] (Sodium hydride), CN1CC2=C(NC=3C=CC(=CC23)C)CC1 (2,8-Dimethyl-2,3,4,5-tetrahydro-1H-pyrido[4,3-b]indole), CC1(OC1)C1=CN=CO1 (5-(2-methyloxiran-2-yl)oxazole). Procedure: 2,8-Dimethyl-2,3,4,5-tetrahydro-1H-pyrido[4,3-b]indole (40 mg, 0.200 mmol) was dissolved in 1 ml DMF. Sodium hydride (24 mg, 0.600 mmol) was added at 0° C. and the reaction mixture was stirred at RT for 10 min. 5-(2-methyloxiran-2-yl)oxazole (35 mg, 0.280 mmol) in DMF (1 mL) was added dropwise over 10 min. and the reaction mixture was stirred at RT for 12 h. The reaction was monitored by TLC and LCMS. Ice cold water was added to the reaction mixture and then extracted with EtOAc (3×20 mL). The c... Yields the product CN1CC2=C(N(C=3C=CC(=CC23)C)CC(C)(O)C2=CN=CO2)CC1 (1-(1,2,3,4-tetrahydro-2,8-dimethylpyrido[4,3-b]indol-5-yl)-2-(oxazol-5-yl)propan-2-ol).